From a dataset of the Open Reaction Database (ORD), a public repository of structured organic reaction records. describe an organic reaction: reactants, conditions, products, and yield Reagents/catalysts: [Pd] (palladium on carbon). Procedure details: A 25-mL RB flask, equipped with a hydrogen-filled balloon, was charged with 1-[(3R)-3-(3,4-dimethoxyphenoxy)-3-phenylpropyl]-4-(4-nitrophenyl)-1,2,3,6-tetrahydropyridine (63.0 mg, 0.133 mmol), palladium on carbon (5.0 mol-eq %, 0.00665 mmol, 7.04 mg) and ethanol (2.0 mL) at room temperature. After 1 hr the reaction mixture was filtered through a plug of Celite 545 and concentrated under reduced pressure. The crude product (54.1 mg, 89.4%) was used in next reaction without further purification. Product: COC=1C=C(O[C@H](CCN2CCC(CC2)C2=CC=C(N)C=C2)C2=CC=CC=C2)C=CC1OC (4-{1-[(3R)-3-(3,4-DIMETHOXYPHENOXY)-3-PHENYLPROPYL]-4-PIPERIDINYL}ANILINE). Starting materials: COC=1C=C(O[C@H](CCN2CCC(=CC2)C2=CC=C(C=C2)[N+](=O)[O-])C2=CC=CC=C2)C=CC1OC (1-[(3R)-3-(3,4-dimethoxyphenoxy)-3-phenylpropyl]-4-(4-nitrophenyl)-1,2,3,6-tetrahydropyridine), [H][H] (hydrogen). The solvent is C(C)O (ethanol). As a reaction SMILES: [H][H].[CH3:3][O:4][C:5]1[CH:6]=[C:7]([CH:33]=[CH:34][C:35]=1[O:36][CH3:37])[O:8][C@@H:9]([C:27]1[CH:32]=[CH:31][CH:30]=[CH:29][CH:28]=1)[CH2:10][CH2:11][N:12]1[CH2:17][CH:16]=[C:15]([C:18]2[CH:23]=[CH:22][C:21]([N+:24]([O-])=O)=[CH:20][CH:19]=2)[CH2:14][CH2:13]1>[Pd].C(O)C>[CH3:3][O:4][C:5]1[CH:6]=[C:7]([CH:33]=[CH:34][C:35]=1[O:36][CH3:37])[O:8][C@@H:9]([C:27]1[CH:28]=[CH:29][CH:30]=[CH:31][CH:32]=1)[CH2:10][CH2:11][N:12]1[CH2:13][CH2:14][CH:15]([C:18]2[CH:23]=[CH:22][C:21]([NH2:24])=[CH:20][CH:19]=2)[CH2:16][CH2:17]1. The reactants are FC1=CC=C(C=C1)C(=O)N1CC2=C(CC1)N=C(O2)CO ({5-[(4-fluorophenyl)carbonyl]-4,5,6,7-tetrahydro[1,3]oxazolo[5,4-c]pyridin-2-yl}methanol), BrC1=NC=CC(=C1)C (2-bromo-4-methylpyridine), C([O-])([O-])=O.[Cs+].[Cs+] (cesium carbonate), CN(CC(=O)O)C (N,N-dimethylglycine). As a reaction SMILES: FC1C=CC(C([N:10]2[CH2:15][CH2:14][C:13]3[N:16]=[C:17](CO)[O:18][C:12]=3[CH2:11]2)=O)=CC=1.BrC1C=C(C)C=CN=1.C(=O)([O-])[O-].[Cs+].[Cs+].CN(C)CC(O)=O>O1CCOCC1.CCOC(C)=O.[Cu](I)I>[N:16]1[C:13]2[CH2:14][CH2:15][NH:10][CH2:11][C:12]=2[O:18][CH:17]=1 |f:2.3.4|. Run at temperature 120 celsius, time 60 hour. The product is N1=COC=2CNCCC21 (4,5,6,7-tetrahydro[1,3]oxazolo[5,4-c]pyridine). The solvent is O1CCOCC1 (1,4-dioxane), CCOC(=O)C (AcOEt). Reported procedure: Copper iodide (17 mg, 0.09 mmol) was added to a stirred suspension of {5-[(4-fluorophenyl)carbonyl]-4,5,6,7-tetrahydro[1,3]oxazolo[5,4-c]pyridin-2-yl}methanol (50 mg, 0.18 mmol), 2-bromo-4-methylpyridine (0.04 mL, 0.36 mmol), cesium carbonate (118 mg, 0.36 mmol) and N,N-dimethylglycine (18 mg, 0.18 mmol) in 1,4-dioxane (1 mL) in a sealed tube and under nitrogen. The mixture was stirred at 120° C. for 60 hours. The mixture was diluted with AcOEt and washed with a 16% aqueous solution of NH4OH. Th... Isolated yield 30.0%. Reagents/catalysts: [Cu](I)I (Copper iodide). Reactants: O=C([O-])[O-], CCCCCCN(Cc1ccccc1)C(=O)CBr, CC#N, [K+], [K+], COC(=O)c1ccccc1SCCc1cccc(O)c1. Product: CCCCCCN(Cc1ccccc1)C(=O)COc1cccc(CCSc2ccccc2C(=O)OC)c1. As a reaction SMILES: [C:39](=[O:40])([O-:41])[O-:42].[CH2:21]([c:22]1[cH:23][cH:24][cH:25][cH:26][cH:27]1)[N:28]([C:29]([CH2:30][Br:31])=[O:32])[CH2:33][CH2:34][CH2:35][CH2:36][CH2:37][CH3:38].[CH3:45][C:46]#[N:47].[K+:43].[K+:44].[OH:1][c:2]1[cH:3][c:4]([CH2:8][CH2:9][S:10][c:11]2[c:12]([C:13](=[O:14])[O:15][CH3:16])[cH:17][cH:18][cH:19][cH:20]2)[cH:5][cH:6][cH:7]1>>[O:1]([c:2]1[cH:3][c:4]([CH2:8][CH2:9][S:10][c:11]2[c:12]([C:13](=[O:14])[O:15][CH3:16])[cH:17][cH:18][cH:19][cH:20]2)[cH:5][cH:6][cH:7]1)[CH2:30][C:29]([N:28]([CH2:21][c:22]1[cH:23][cH:24][cH:25][cH:26][cH:27]1)[CH2:33][CH2:34][CH2:35][CH2:36][CH2:37][CH3:38])=[O:32].